This data is from the Open Reaction Database (ORD), a public repository of structured organic reaction records. The task is: describe an organic reaction: reactants, conditions, products, and yield Starting materials: Cc1nc(CO)c(C)o1, CCOC(=O)N=NC(=O)OCC, C1CCOC1, COC(=O)CCc1cn(Cc2ccc(O)cc2)nc1-c1ccccc1, c1ccc(P(c2ccccc2)c2ccccc2)cc1. Yields the product COC(=O)CCc1cn(Cc2ccc(OCc3nc(C)oc3C)cc2)nc1-c1ccccc1. RXN SMILES: [CH3:38][c:39]1[o:40][c:41]([CH3:46])[c:42]([CH2:44][OH:45])[n:43]1.[O:1]=[C:2]([O:3][CH2:4][CH3:5])[N:6]=[N:7][C:8]([O:9][CH2:10][CH3:11])=[O:12].[O:66]1[CH2:67][CH2:68][CH2:69][CH2:70]1.[OH:13][c:14]1[cH:15][cH:16][c:17]([CH2:18][n:19]2[n:20][c:21](-[c:30]3[cH:31][cH:32][cH:33][cH:34][cH:35]3)[c:22]([CH2:24][CH2:25][C:26](=[O:27])[O:28][CH3:29])[cH:23]2)[cH:36][cH:37]1.[c:47]1([P:48]([c:49]2[cH:50][cH:51][cH:52][cH:53][cH:54]2)[c:55]2[cH:56][cH:57][cH:58][cH:59][cH:60]2)[cH:61][cH:62][cH:63][cH:64][cH:65]1>>[O:13]([c:14]1[cH:15][cH:16][c:17]([CH2:18][n:19]2[n:20][c:21](-[c:30]3[cH:31][cH:32][cH:33][cH:34][cH:35]3)[c:22]([CH2:24][CH2:25][C:26](=[O:27])[O:28][CH3:29])[cH:23]2)[cH:36][cH:37]1)[CH2:44][c:42]1[c:41]([CH3:46])[o:40][c:39]([CH3:38])[n:43]1.